From a dataset of the Open Reaction Database (ORD), a public repository of structured organic reaction records. describe an organic reaction: reactants, conditions, products, and yield The reactants are CC(C)=CCCC(C)=CCCl, COc1ccc2nc(S)[nH]c2c1, CO, [Na+], [OH-]. Reaction SMILES: [CH2:13]([CH:14]=[C:15]([CH3:16])[CH2:17][CH2:18][CH:19]=[C:20]([CH3:21])[CH3:22])[Cl:23].[CH3:1][O:2][c:3]1[cH:4][c:5]2[c:6]([n:7][c:8]([SH:10])[nH:9]2)[cH:11][cH:12]1.[CH3:26][OH:27].[Na+:25].[OH-:24]>>[CH3:1][O:2][c:3]1[cH:4][c:5]2[c:6]([nH:7][c:8]([S:10][CH2:13][CH:14]=[C:15]([CH3:16])[CH2:17][CH2:18][CH:19]=[C:20]([CH3:21])[CH3:22])[n:9]2)[cH:11][cH:12]1. Product: COc1ccc2[nH]c(SCC=C(C)CCC=C(C)C)nc2c1. Reactants: ClC1=CC=2N(C(=N1)NCCNC1=NC=C(C=C1)C#N)C=C(N2)C(=O)OCC (Ethyl 7-chloro-5-({2-[(5-cyanopyridin-2-yl)amino]ethyl}amino)imidazo[1,2-c]pyrimidine-2-carboxylate), ClC1=C(C=CC(=C1)Cl)B(O)O ((2,4-dichlorophenyl)boronic acid), C([O-])([O-])=O.[K+].[K+] (potassium carbonate), COCCOC (1,2-dimethoxyethane). The reagents and catalysts are C=1C=CC(=CC1)[P](C=2C=CC=CC2)(C=3C=CC=CC3)[Pd]([P](C=4C=CC=CC4)(C=5C=CC=CC5)C=6C=CC=CC6)([P](C=7C=CC=CC7)(C=8C=CC=CC8)C=9C=CC=CC9)[P](C=1C=CC=CC1)(C=1C=CC=CC1)C=1C=CC=CC1 (tetrakis(triphenylphosphine)palladium(0)). The solvent is O (water). Run at temperature 120 celsius. Yields the product C(#N)C=1C=CC(=NC1)NCCNC1=NC(=CC=2N1C=C(N2)C(=O)O)C2=C(C=C(C=C2)Cl)Cl (5-({2-[(5-Cyanopyridin-2-yl)amino]ethyl}amino)-7-(2,4-dichlorophenyl)imidazo-[1,2-c]pyrimidine-2-carboxylic acid). As a reaction SMILES: Cl[C:2]1[N:7]=[C:6]([NH:8][CH2:9][CH2:10][NH:11][C:12]2[CH:17]=[CH:16][C:15]([C:18]#[N:19])=[CH:14][N:13]=2)[N:5]2[CH:20]=[C:21]([C:23]([O:25]CC)=[O:24])[N:22]=[C:4]2[CH:3]=1.[Cl:28][C:29]1[CH:34]=[C:33]([Cl:35])[CH:32]=[CH:31][C:30]=1B(O)O.C(=O)([O-])[O-].[K+].[K+].COCCOC>C1C=CC([P]([Pd]([P](C2C=CC=CC=2)(C2C=CC=CC=2)C2C=CC=CC=2)([P](C2C=CC=CC=2)(C2C=CC=CC=2)C2C=CC=CC=2)[P](C2C=CC=CC=2)(C2C=CC=CC=2)C2C=CC=CC=2)(C2C=CC=CC=2)C2C=CC=CC=2)=CC=1.O>[C:18]([C:15]1[CH:16]=[CH:17][C:12]([NH:11][CH2:10][CH2:9][NH:8][C:6]2[N:5]3[CH:20]=[C:21]([C:23]([OH:25])=[O:24])[N:22]=[C:4]3[CH:3]=[C:2]([C:32]3[CH:31]=[CH:30][C:29]([Cl:28])=[CH:34][C:33]=3[Cl:35])[N:7]=2)=[N:13][CH:14]=1)#[N:19] |f:2.3.4,^1:54,56,75,94|. Procedure: 1 g (2.59 mmol) of ethyl 7-chloro-5-({2-[(5-cyanopyridin-2-yl)amino]ethyl}amino)imidazo[1,2-c]pyrimidine-2-carboxylate (Example 59A), 580 mg (2.98 mmol) of (2,4-dichlorophenyl)boronic acid and 716 mg (5.18 mmol) of potassium carbonate are introduced into a mixture of 25 ml of 1,2-dimethoxyethane and 10 ml of water under argon, and the mixture is carefully degassed before 300 mg (0.26 mmol) of tetrakis(triphenylphosphine)palladium(0) are added. The mixture is heated at 120° C. for 16 h. Filtratio... Procedure details: A 1 liter 3 neck flask equipped with a Dean-Stark trap, mechanical agitator, condenser, thermometer and nitrogen sweep was charged with the aldehyde from Example 28, 122.9 g at approximately 90% purity (0.66 mole), 230 g of methallyl alcohol (3.20 moles), 1.0 g of p-TSA, and 500 ml of cyclohexane. The contents were refluxed for 72 hours taking off a water-methallyl alcohol distillate (18 ml). The batch was cooled, washed with 250 ml of 10% sodium carbonate and 250 ml of brine. The mixture was dr... Reaction SMILES: [CH3:1][C:2]1([CH3:12])[CH:6]([CH3:7])[CH2:5][CH2:4][CH:3]1[CH:8]([CH3:11])[CH:9]=[O:10].[CH2:13](O)[C:14](=[CH2:16])[CH3:15].CC1C=CC(S(O)(=O)=O)=CC=1.O.C(O)C(=C)C>C1CCCCC1>[CH3:11][C:8]([CH:3]1[CH2:4][CH2:5][CH:6]([CH3:7])[C:2]1([CH3:1])[CH3:12])([CH2:15][C:14]([CH3:16])=[CH2:13])[CH:9]=[O:10] |f:3.4|. Product: CC(C=O)(CC(=C)C)C1C(C(CC1)C)(C)C (2,4-Dimethyl-2-(2,2,3-trimethylcyclopent-1-yl)-4-pentenal). Reactants: 3, O.C(C(C)=C)O (water methallyl alcohol), CC1(C(CCC1C)C(C=O)C)C (2-(2,2,3-Trimethylcyclopent-1-yl)propanal), C(C(C)=C)O (methallyl alcohol), CC=1C=CC(=CC1)S(=O)(=O)O (p-TSA). Run in C1CCCCC1 (cyclohexane). Starting materials: [Al+3], COC(=O)CCc1ccc(C(=O)O)cc1, COc1ccccc1, [Cl-], [Cl-], [Cl-], O=C(Cl)C(=O)Cl, ClCCl, Cl, CN(C)C=O. The product is COC(=O)CCc1ccc(C(=O)c2ccc(OC)cc2)cc1. RXN SMILES: [Al+3:31].[CH3:1][O:2][C:3]([CH2:4][CH2:5][c:6]1[cH:7][cH:8][c:9]([C:10](=[O:11])[OH:12])[cH:13][cH:14]1)=[O:15].[CH3:22][O:23][c:24]1[cH:25][cH:26][cH:27][cH:28][cH:29]1.[Cl-:30].[Cl-:32].[Cl-:33].[Cl:16][C:17]([C:18]([Cl:19])=[O:20])=[O:21].[Cl:35][CH2:36][Cl:37].[ClH:34].[O:38]=[CH:39][N:40]([CH3:41])[CH3:42]>>[CH3:1][O:2][C:3]([CH2:4][CH2:5][c:6]1[cH:7][cH:8][c:9]([C:10](=[O:12])[c:27]2[cH:26][cH:25][c:24]([O:23][CH3:22])[cH:29][cH:28]2)[cH:13][cH:14]1)=[O:15]. Starting materials: CCC(C)(C)[O-].[K+] (potassium tert-amylate), aldehyde, formula 20. The reagents and catalysts are [Br-].C(C)[P+](C1=CC=CC=C1)(C1=CC=CC=C1)C1=CC=CC=C1 (ethyl triphenyl phosphonium bromide). The solvent is C1CCOC1 (THF). Conditions: temperature 0 celsius, time 1 hour. The product is C1=CC=CC2=CC=CC=C12 (naphthalene), formula 21. Reaction SMILES: [CH3:1][CH2:2][C:3]([O-])([CH3:5])[CH3:4].[K+]>[Br-].C([P+](C1C=CC=CC=1)(C1C=CC=CC=1)C1C=CC=CC=1)C.C1COCC1>[CH:2]1[C:3]2[C:5](=[CH:4][CH:3]=[CH:5][CH:4]=2)[CH:1]=[CH:2][CH:1]=1 |f:0.1,2.3|. Reported procedure: To the suspension of ethyl triphenyl phosphonium bromide (3.72 g, 10.0 mmol) in anhydrous THF (8 ml), a solution is added by drops of potassium tert-amylate (5.5 ml, 9.3 mmol, 1.7 M solution in toluene) using a syringe at room temperature. After 1 hour, the reaction mixture is cooled to a temperature of 0° C., a solution is added of aldehyde with formula 20 (1.68 g, 7.16 mmol), the cooling bath is removed, and mixing is carried out for 3 hours at room temperature. Then, the reaction mixture is d... Product: ClC=1C(=NN(C1OC(F)F)C)C=1C(=CC(=C(C=O)C1)Cl)Cl (5-(4-chloro-5-difluoromethoxy-1-methyl-1H-pyrazol-3-yl)-2,4-dichlorobenzaldehyde). As a reaction SMILES: O.Br[CH2:3][C:4]1[C:5]([Cl:22])=[CH:6][C:7]([Cl:21])=[C:8]([C:10]2[C:14]([Cl:15])=[C:13]([O:16][CH:17]([F:19])[F:18])[N:12]([CH3:20])[N:11]=2)[CH:9]=1.C1N2CN3CN(C2)CN1C3.S(=O)(=O)(O)[OH:34]>C(O)(=O)C>[Cl:15][C:14]1[C:10]([C:8]2[C:7]([Cl:21])=[CH:6][C:5]([Cl:22])=[C:4]([CH:9]=2)[CH:3]=[O:34])=[N:11][N:12]([CH3:20])[C:13]=1[O:16][CH:17]([F:19])[F:18]. Reported procedure: After addition of 100 ml water to a solution of 3-(5-bromomethyl-2,4-dichlorophenyl)-4-chloro-5-difluoromethoxy-1-methyl-1H-pyrazole (26.60 g, 63.3 mmoles) in 100 ml glacial acetic acid, hexamethylenetetramine (8.87 g, 63.3 mmoles) was added and reacted under reflux for 2 hours. Further, 40 ml conc. sulfuric acid was added and reacted under reflux for 13 hours. Then the reaction product mixture, poured into ice-cold water, was extracted with ethyl acetate. The extract solution was washed with 5%... Run in C(C)(=O)O (acetic acid). Yield: 56.3%. Reactants: S(O)(O)(=O)=O (sulfuric acid), O (water), BrCC=1C(=CC(=C(C1)C1=NN(C(=C1Cl)OC(F)F)C)Cl)Cl (3-(5-bromomethyl-2,4-dichlorophenyl)-4-chloro-5-difluoromethoxy-1-methyl-1H-pyrazole), C1N2CN3CN1CN(C2)C3 (hexamethylenetetramine). Starting materials: FC(C1=C(C=CC=C1)NS(=O)(=O)C=1[N+](=CC=CC1)[O-])(F)F (N-(2-trifluoromethylphenyl)-2-pyridinesulfonamide 1-oxide), compound 129, [H-].[Na+] (NaH), C(C=C)Br (Allyl bromide). The solvent is CN(C)C=O (DMF). Run at time 30 minute. Product: C(C=C)N(S(=O)(=O)C=1[N+](=CC=CC1)[O-])C1=C(C=CC=C1)C(F)(F)F (N-allyl-N-(2-trifluoromethylphenyl)-2-pyridinesulfonamide 1-oxide), compound 37. Reaction SMILES: [F:1][C:2]([F:21])([F:20])[C:3]1[CH:8]=[CH:7][CH:6]=[CH:5][C:4]=1[NH:9][S:10]([C:13]1[N+:14]([O-:19])=[CH:15][CH:16]=[CH:17][CH:18]=1)(=[O:12])=[O:11].[H-].[Na+].[CH2:24](Br)[CH:25]=[CH2:26]>CN(C=O)C>[CH2:26]([N:9]([C:4]1[CH:5]=[CH:6][CH:7]=[CH:8][C:3]=1[C:2]([F:20])([F:1])[F:21])[S:10]([C:13]1[N+:14]([O-:19])=[CH:15][CH:16]=[CH:17][CH:18]=1)(=[O:12])=[O:11])[CH:25]=[CH2:24] |f:1.2|. Procedure details: To N-(2-trifluoromethylphenyl)-2-pyridinesulfonamide 1-oxide (compound 129, Table A) (1.0 g, 3.0 mmol) in 10 ml of DMF is added NaH (0.30 g, 6.2 mmol) under N2, and the mixture is stirred at RT for 30 minutes. Allyl bromide (0.82 g, 0.59 ml, 6.8 mmol) is added dropwise, and the mixture is stirred at RT for 48 hours. It is then worked up and purified to give the title compound (compound 37, Table A). (DMF is dimethylformamide; RT is room temperature.)